From a dataset of the Open Reaction Database (ORD), a public repository of structured organic reaction records. describe an organic reaction: reactants, conditions, products, and yield Starting materials: C(C)(C)(C)Cl (t-BuCl), ice, ClC(C)(C)C (2-chloro-2-methylpropane), C1=CC=CC=2C3=CC=CC=C3NC12 (carbazole), C(C)(C)(C)Cl (tertiary-butyl chloride). Reagents/catalysts: [Cl-].[Cl-].[Zn+2] (ZnCl2). Run in [N+](=O)([O-])C (nitromethane). Reaction conditions: time 18 hour. The product is CC(C)(C)C=1C=CC=2NC3=CC=C(C=C3C2C1)C(C)(C)C (3,6-bis(1,1-dimethylethyl)-9H-carbazole). As a reaction SMILES: [CH:1]1[C:13]2[NH:12][C:11]3[C:6](=[CH:7][CH:8]=[CH:9][CH:10]=3)[C:5]=2[CH:4]=[CH:3][CH:2]=1.Cl[C:15]([CH3:18])([CH3:17])[CH3:16]>[Cl-].[Cl-].[Zn+2].[N+](C)([O-])=O>[CH3:16][C:15]([C:3]1[CH:2]=[CH:1][C:13]2[NH:12][C:11]3[C:6]([C:5]=2[CH:4]=1)=[CH:7][C:8]([C:5]([CH3:6])([CH3:13])[CH3:4])=[CH:9][CH:10]=3)([CH3:18])[CH3:17] |f:2.3.4|. Reported procedure: To a 500 mL three-necked round bottom flask equipped with an over head stirrer, nitrogen gas bubbler, and an addition funnel add 20.02 g (120.8 mmol) of carbazole, 49.82 g (365.5 mmol) of ZnCl2, and 300 mL of nitromethane at room temperature. To the resulting dark brown slurry add 49.82 g (365.5 mmol) of 2-chloro-2-methylpropane (also known as tertiary-butyl chloride or t-BuCl) dropwise from the addition funnel over the period of 2.5 hours. After completing the addition, stir the resulting slurr...